This data is from the Open Reaction Database (ORD), a public repository of structured organic reaction records. The task is: describe an organic reaction: reactants, conditions, products, and yield The reactants are CC(C)(C)OC(=O)N1CCNCC1, C1CNCCN1, CCCCO, O=c1cc(Cl)c2ccc(Cl)cc2[nH]1. Product: CC(C)(C)OC(=O)N1CCN(c2cc(=O)[nH]c3cc(Cl)ccc23)CC1. As a reaction SMILES: [C:14]([CH3:15])([CH3:16])([CH3:17])[O:18][C:19](=[O:20])[N:21]1[CH2:22][CH2:23][NH:24][CH2:25][CH2:26]1.[CH2:27]1[NH:28][CH2:29][CH2:30][NH:31][CH2:32]1.[CH2:33]([OH:34])[CH2:35][CH2:36][CH3:37].[Cl:1][c:2]1[cH:3][c:4](=[O:13])[nH:5][c:6]2[cH:7][c:8]([Cl:12])[cH:9][cH:10][c:11]12>>[c:2]1([N:24]2[CH2:23][CH2:22][N:21]([C:19]([O:18][C:14]([CH3:15])([CH3:16])[CH3:17])=[O:20])[CH2:26][CH2:25]2)[cH:3][c:4](=[O:13])[nH:5][c:6]2[cH:7][c:8]([Cl:12])[cH:9][cH:10][c:11]12. Reactants: C(C)(C)C=1C=C(OC2=NC(=NC(=C2CC(=O)OC)N(C)C)C)C=CC1 (methyl 4-(3-isopropylphenoxy)-6-dimethylamino-2-methyl-pyrimidin-5-yl-acetate), potassium tert. butylate, C(C)(C)(C)ON=O (t-butylnitrite). Solvent: COCCOC (1,2-dimethoxyethane), COCCOC (1,2-dimethoxyethane). Run at temperature 0 celsius, time 2 hour. Yields the product C(C)(C)C=1C=C(OC2=NC(=NC(=C2C(C(=O)OC)=NO)N(C)C)C)C=CC1 (methyl 2-[4-(3 -isopropylphenoxy)-6-dimethylamino-2-methyl-pyrimidin-5-yl-]-2-hydroximino-acetate). Reaction SMILES: [CH:1]([C:4]1[CH:5]=[C:6]([CH:23]=[CH:24][CH:25]=1)[O:7][C:8]1[C:13]([CH2:14][C:15]([O:17][CH3:18])=[O:16])=[C:12]([N:19]([CH3:21])[CH3:20])[N:11]=[C:10]([CH3:22])[N:9]=1)([CH3:3])[CH3:2].C([O:30][N:31]=O)(C)(C)C>COCCOC>[CH:1]([C:4]1[CH:5]=[C:6]([CH:23]=[CH:24][CH:25]=1)[O:7][C:8]1[C:13]([C:14](=[N:31][OH:30])[C:15]([O:17][CH3:18])=[O:16])=[C:12]([N:19]([CH3:21])[CH3:20])[N:11]=[C:10]([CH3:22])[N:9]=1)([CH3:3])[CH3:2]. Procedure details: A solution of methyl 4-(3-isopropylphenoxy)-6-dimethylamino-2-methyl-pyrimidin-5-yl-acetate (28 g, 0.08 mol) in t-butylnitrite (40 ml) and 1,2-dimethoxyethane (40 ml) is added at -30° C. to a solution of potassium tert. butylate (14 g, 0.12 mol) in 1,2-dimethoxyethane (50 ml). The reaction mixture is allowed to warm to 0° C. and is the quenched with a solution of ammonium chloride. After stirring for 2 hours at room temperature the product is extracted with diethylether. Drying (MgSO4) and evapo... Reactants: CCC(C)n1c(=O)ccc2c(-c3ccc(F)cc3C)nc(S(C)(=O)=O)nc21, NC(CO)CO. Product: CCC(C)n1c(=O)ccc2c(-c3ccc(F)cc3C)nc(NC(CO)CO)nc21. RXN SMILES: [CH:1]([CH3:2])([CH2:3][CH3:4])[n:5]1[c:6](=[O:27])[cH:7][cH:8][c:9]2[c:10]1[n:11][c:12]([S:23]([CH3:24])(=[O:25])=[O:26])[n:13][c:14]2-[c:15]1[c:16]([CH3:22])[cH:17][c:18]([F:21])[cH:19][cH:20]1.[NH2:28][CH:29]([CH2:30][OH:31])[CH2:32][OH:33]>>[CH:1]([CH3:2])([CH2:3][CH3:4])[n:5]1[c:6](=[O:27])[cH:7][cH:8][c:9]2[c:10]1[n:11][c:12]([NH:28][CH:29]([CH2:30][OH:31])[CH2:32][OH:33])[n:13][c:14]2-[c:15]1[c:16]([CH3:22])[cH:17][c:18]([F:21])[cH:19][cH:20]1. Starting materials: ClC=1C=C(C(=O)NC2=CC=C(C3=CC=CC=C23)OCCN2CCOCC2)C=CN1 (2-chloro-N-[4-(2-morpholin-4-yl-ethoxy)-naphthalen-1-yl]-isonicotinamide), N1CCCC1 (pyrrolidine). Yields the product N1(CCOCC1)CCOC1=CC=C(C2=CC=CC=C12)NC(C1=CC(=NC=C1)N1CCCC1)=O (N-[4-(2-Morpholin-4-yl-ethoxy)-naphthalen-1-yl]-2-pyrrolidin-1-yl-isonicotinamide). As a reaction SMILES: Cl[C:2]1[CH:3]=[C:4]([CH:27]=[CH:28][N:29]=1)[C:5]([NH:7][C:8]1[C:17]2[C:12](=[CH:13][CH:14]=[CH:15][CH:16]=2)[C:11]([O:18][CH2:19][CH2:20][N:21]2[CH2:26][CH2:25][O:24][CH2:23][CH2:22]2)=[CH:10][CH:9]=1)=[O:6].[NH:30]1[CH2:34][CH2:33][CH2:32][CH2:31]1>>[N:21]1([CH2:20][CH2:19][O:18][C:11]2[C:12]3[C:17](=[CH:16][CH:15]=[CH:14][CH:13]=3)[C:8]([NH:7][C:5](=[O:6])[C:4]3[CH:27]=[CH:28][N:29]=[C:2]([N:30]4[CH2:34][CH2:33][CH2:32][CH2:31]4)[CH:3]=3)=[CH:9][CH:10]=2)[CH2:26][CH2:25][O:24][CH2:23][CH2:22]1. Procedure details: Compound is formed by reacting 2-chloro-N-[4-(2-morpholin-4-yl-ethoxy)-naphthalen-1-yl]-isonicotinamide and pyrrolidine under conditions described in general procedure A. 1H NMR (300 MHz, DMSO-d6) δ 10.38 (s, 1H), 8.21 (m, 2H), 7.83 (m, 1H), 7.59 (m, 2H), 7.42 (d, 1H), 7.10 (m, 2H) 7.02 (m, 2H), 4.31 (t, 2H), 3.61 (m, 4H), 3.49 (m, 4H), 2.87 (t, 2H), 2.58 (m, 4H), 1.99 (m, 4H). MS: 447.2 (M+1). Product: OC=1C=C(C(=O)OCC#C)C=CC1O (Propargyl 3,4-Dihydroxybenzoate). Reactants: OC=1C=C(C(=O)O)C=CC1O (3,4-dihydroxybenzoic acid), [OH-].[Na+] (sodium hydroxide), C(C#C)Br (Propargyl bromide). The yield is 68.0%. Reported procedure: Using the above procedure, 3,4-dihydroxybenzoic acid (0.0649 mole) and sodium hydroxide (0.0649 mole) were dissolved in 50% isopropyl alcohol (200 ml). Propargyl bromide (0.0649 mole) was added and the solution was heated to reflux for 6 hours. The solution was then cooled and the isopropyl alcohol was removed under vacuum. The residue was taken up in methylene chloride (200 ml), washed with water (200 ml), saturated sodium bicarbonate, saline and dried over magnesium sulfate. Removal of the sol... Solvent: C(C)(C)O (isopropyl alcohol). Reaction SMILES: [OH:1][C:2]1[CH:3]=[C:4]([CH:8]=[CH:9][C:10]=1[OH:11])[C:5]([OH:7])=[O:6].[OH-].[Na+].[CH2:14](Br)[C:15]#[CH:16]>C(O)(C)C>[OH:1][C:2]1[CH:3]=[C:4]([CH:8]=[CH:9][C:10]=1[OH:11])[C:5]([O:7][CH2:16][C:15]#[CH:14])=[O:6] |f:1.2|. Starting materials: O=C([O-])[O-], BrCc1ccccc1, CCOC(C)=O, [Cs+], [Cs+], CC1(CC(=O)O)CC(C(=O)Nc2ccccc2)n2c1ncc(N(Cc1cccc(C(F)(F)F)c1)C(=O)OCc1ccccc1)c2=O, CN(C)C=O. Product: CC1(CC(=O)OCc2ccccc2)CC(C(=O)Nc2ccccc2)n2c1ncc(N(Cc1cccc(C(F)(F)F)c1)C(=O)OCc1ccccc1)c2=O. Reaction SMILES: [C:47](=[O:48])([O-:49])[O-:50].[CH2:53]([c:54]1[cH:55][cH:56][cH:57][cH:58][cH:59]1)[Br:60].[CH3:66][CH2:67][O:68][C:69]([CH3:70])=[O:71].[Cs+:51].[Cs+:52].[NH:1]([c:2]1[cH:3][cH:4][cH:5][cH:6][cH:7]1)[C:8](=[O:9])[CH:10]1[CH2:11][C:12]([CH3:42])([CH2:43][C:44](=[O:45])[OH:46])[c:13]2[n:14]1[c:15](=[O:41])[c:16]([N:19]([CH2:20][c:21]1[cH:22][c:23]([C:27]([F:28])([F:29])[F:30])[cH:24][cH:25][cH:26]1)[C:31](=[O:32])[O:33][CH2:34][c:35]1[cH:36][cH:37][cH:38][cH:39][cH:40]1)[cH:17][n:18]2.[O:61]=[CH:62][N:63]([CH3:64])[CH3:65]>>[NH:1]([c:2]1[cH:3][cH:4][cH:5][cH:6][cH:7]1)[C:8](=[O:9])[CH:10]1[CH2:11][C:12]([CH3:42])([CH2:43][C:44](=[O:45])[O:46][CH2:53][c:54]2[cH:55][cH:56][cH:57][cH:58][cH:59]2)[c:13]2[n:14]1[c:15](=[O:41])[c:16]([N:19]([CH2:20][c:21]1[cH:22][c:23]([C:27]([F:28])([F:29])[F:30])[cH:24][cH:25][cH:26]1)[C:31](=[O:32])[O:33][CH2:34][c:35]1[cH:36][cH:37][cH:38][cH:39][cH:40]1)[cH:17][n:18]2. Reactants: C(C)(C)(C)OC(=O)N1CCC(CC1)(O)CCC(C)(F)F (tert-butyl-4-(3,3-difluorobutyl)-4-hydroxypiperidine-1-carboxylate), Cl (HCl). Solvent: O1CCOCC1 (1,4-dioxane). The product is FC(CCC1(CCNCC1)O)(C)F (4-(3,3-difluorobutyl)piperidin-4-ol). As a reaction SMILES: C(OC([N:8]1[CH2:13][CH2:12][C:11]([CH2:15][CH2:16][C:17]([F:20])([F:19])[CH3:18])([OH:14])[CH2:10][CH2:9]1)=O)(C)(C)C.Cl>O1CCOCC1>[F:20][C:17]([F:19])([CH3:18])[CH2:16][CH2:15][C:11]1([OH:14])[CH2:10][CH2:9][NH:8][CH2:13][CH2:12]1. Procedure details: The solution of tert-butyl-4-(3,3-difluorobutyl)-4-hydroxypiperidine-1-carboxylate (0.932 g, 3.2 mmol) in the solution of HCl in 1,4-dioxane (3M, 5 mL) was stirred at room temperature for 1 hour. The solution was evaporated to dryness under reduced pressure to give the product which was used in the next step without further purification. LC-MS: m/z 194.3 (M+H)+. Reactants: CCOC(=O)CCCCCCBr, Cc1nc(-c2ccccc2)c(-c2ccccc2)[nH]1, CCOCC, [H-], [Na+], CN(C)C=O. The product is CCOC(=O)CCCCCCn1c(C)nc(-c2ccccc2)c1-c1ccccc1. RXN SMILES: [Br:21][CH2:22][CH2:23][CH2:24][CH2:25][CH2:26][CH2:27][C:28](=[O:29])[O:30][CH2:31][CH3:32].[CH3:1][c:2]1[nH:3][c:4](-[c:13]2[cH:14][cH:15][cH:16][cH:17][cH:18]2)[c:5](-[c:7]2[cH:8][cH:9][cH:10][cH:11][cH:12]2)[n:6]1.[CH3:38][CH2:39][O:40][CH2:41][CH3:42].[H-:20].[Na+:19].[O:33]=[CH:34][N:35]([CH3:36])[CH3:37]>>[CH3:1][c:2]1[n:3][c:4](-[c:13]2[cH:14][cH:15][cH:16][cH:17][cH:18]2)[c:5](-[c:7]2[cH:8][cH:9][cH:10][cH:11][cH:12]2)[n:6]1[CH2:22][CH2:23][CH2:24][CH2:25][CH2:26][CH2:27][C:28](=[O:29])[O:30][CH2:31][CH3:32]. Starting materials: methyl 4-(4,4,5,5-tetramethyl-1,3,2-dioxabororan-2-yl)benzoate, C(C1=CC=CC=C1)OC1=CC(=CC=C1)I (1-benzyloxy-3-iodobenzene), C([O-])([O-])=O.[K+].[K+] (potassium carbonate), C1(=CC=CC=C1)C (toluene), O (water). Reagents/catalysts: C=1C=CC(=CC1)[P](C=2C=CC=CC2)(C=3C=CC=CC3)[Pd]([P](C=4C=CC=CC4)(C=5C=CC=CC5)C=6C=CC=CC6)([P](C=7C=CC=CC7)(C=8C=CC=CC8)C=9C=CC=CC9)[P](C=1C=CC=CC1)(C=1C=CC=CC1)C=1C=CC=CC1 (tetrakis(triphenylphosphine)palladium(0)). Reaction conditions: temperature 100 celsius, time 8 hour. The product is C(C1=CC=CC=C1)OC=1C=C(C=CC1)C1=CC=C(C(=O)OC)C=C1 (methyl 4-[3-(benzyloxy)phenyl]benzoate). As a reaction SMILES: [CH2:1]([O:8][C:9]1[CH:14]=[CH:13][CH:12]=[C:11](I)[CH:10]=1)[C:2]1[CH:7]=[CH:6][CH:5]=[CH:4][CH:3]=1.[C:16](=O)([O-])[O-:17].[K+].[K+].[OH2:22].[C:23]1([CH3:29])[CH:28]=[CH:27][CH:26]=[CH:25][CH:24]=1>C1C=CC([P]([Pd]([P](C2C=CC=CC=2)(C2C=CC=CC=2)C2C=CC=CC=2)([P](C2C=CC=CC=2)(C2C=CC=CC=2)C2C=CC=CC=2)[P](C2C=CC=CC=2)(C2C=CC=CC=2)C2C=CC=CC=2)(C2C=CC=CC=2)C2C=CC=CC=2)=CC=1>[CH2:1]([O:8][C:9]1[CH:10]=[C:11]([C:26]2[CH:27]=[CH:28][C:23]([C:29]([O:17][CH3:16])=[O:22])=[CH:24][CH:25]=2)[CH:12]=[CH:13][CH:14]=1)[C:2]1[CH:7]=[CH:6][CH:5]=[CH:4][CH:3]=1 |f:1.2.3,^1:33,35,54,73|. Procedure details: A suspension of methyl 4-(4,4,5,5-tetramethyl-1,3,2-dioxabororan-2-yl)benzoate (1.0 g), 1-benzyloxy-3-iodobenzene (1.18 g), tetrakis(triphenylphosphine)palladium(0) (0.22 g) and potassium carbonate (1.58 g) in toluene (10 mL) was stirred at 100° C. under an argon atmosphere overnight. The reaction mixture was poured into water, and the resulting mixture was extracted with ethylacetate. The extract was washed with water and brine successively, and dried over anhydrous sodium sulfate. The solvent ...